describe an organic reaction: reactants, conditions, products, and yield From a dataset of the Open Reaction Database (ORD), a public repository of structured organic reaction records. Starting materials: C(\C=C\C(=O)O)(=O)O (fumaric acid), ClC=1C=C(C=CC1Cl)C1(CCC1)C(CSCCCN(C)C)=O (1-[1-(3,4-dichlorophenyl)cyclobutyl]-2-[3-(dimethylamino) propylthio]ethanone), hydrochloride salt. Run in CCOCC (ether), C(C)O (ethanol). Conditions: time 96 hour. The product is C(\C=C\C(=O)O)(=O)O.ClC=1C=C(C=CC1Cl)C1(CCC1)C(CSCCCN(C)C)=O (1-[1-(3,4-dichloro-phenyl)cyclobutyl]-2-[3-(dimethylamino)propylthio]ethanone fumarate). Reaction SMILES: [C:1]([OH:8])(=[O:7])/[CH:2]=[CH:3]/[C:4]([OH:6])=[O:5].[Cl:9][C:10]1[CH:11]=[C:12]([C:17]2([C:21](=[O:30])[CH2:22][S:23][CH2:24][CH2:25][CH2:26][N:27]([CH3:29])[CH3:28])[CH2:20][CH2:19][CH2:18]2)[CH:13]=[CH:14][C:15]=1[Cl:16]>C(O)C.CCOCC>[C:1]([OH:8])(=[O:7])/[CH:2]=[CH:3]/[C:4]([OH:6])=[O:5].[Cl:9][C:10]1[CH:11]=[C:12]([C:17]2([C:21](=[O:30])[CH2:22][S:23][CH2:24][CH2:25][CH2:26][N:27]([CH3:29])[CH3:28])[CH2:20][CH2:19][CH2:18]2)[CH:13]=[CH:14][C:15]=1[Cl:16] |f:4.5|. Procedure: A solution of fumaric acid (0.65 g) in hot ethanol (20 ml) was added to a solution of 1-[1-(3,4-dichlorophenyl)cyclobutyl]-2-[3-(dimethylamino) propylthio]ethanone (2.1 g, prepared by basification of the hydrochloride salt obtained in a similar manner to that described in Example 7) in ether (10 ml) and the mixture was allowed to stand at 4° C. for 96 hours. No solid precipitated, so the solvents were removed in vacuo to leave a brown oil which was triturated with petroleum ether (b.p. 40°-60° C... Starting materials: C(C1=CC=CC=C1)OC1=CC(=C(C=C(C(=O)OCC)C(=O)OCC)C=C1)OC (diethyl [4-(benzyloxy)-2-methoxybenzylidene]propanedioate), CO (methanol), [C-]#N.[K+] (potassium cyanide). Run in O (water). Run at temperature 70 celsius. The product is C(C1=CC=CC=C1)OC1=CC(=C(C=C1)C(CC(=O)O)C#N)OC (3-[4-(Benzyloxy)-2-methoxyphenyl]-3-cyanopropanoic acid). The yield is 100.0%. As a reaction SMILES: CO.[CH2:3]([O:10][C:11]1[CH:28]=[CH:27][C:14]([CH:15]=[C:16]([C:22]([O:24]CC)=[O:23])C(OCC)=O)=[C:13]([O:29][CH3:30])[CH:12]=1)[C:4]1[CH:9]=[CH:8][CH:7]=[CH:6][CH:5]=1.[C-:31]#[N:32].[K+]>O>[CH2:3]([O:10][C:11]1[CH:28]=[CH:27][C:14]([CH:15]([C:31]#[N:32])[CH2:16][C:22]([OH:24])=[O:23])=[C:13]([O:29][CH3:30])[CH:12]=1)[C:4]1[CH:5]=[CH:6][CH:7]=[CH:8][CH:9]=1 |f:2.3|. Procedure details: To a 25 mL RB flask fitted with magnetic stirrer was charged with methanol (20 mL) and water (5 mL). To the stirred solvent was added diethyl [4-(benzyloxy)-2-methoxybenzylidene]propanedioate (0.775 g, 2.02 mmol), followed by potassium cyanide (0.262 g, 4.04 mmol). The RM was heated at 70° C. for 2 h. The RM was concentrated, diluted with saturated NaHCO3 solution (50 mL) and washed with ethyl acetate (50 mL×2). The aqueous layer was acidified to pH 3 with 1N hydrochloric acid and extracted with... Reactants: CSc1ncc2cc(CNC(=O)OCc3ccccc3)c(=O)n(C3CCCC3)c2n1, ClCCl, O=S(=O)(c1ccccc1)N1OC1c1ccccc1. Product: CS(=O)c1ncc2cc(CNC(=O)OCc3ccccc3)c(=O)n(C3CCCC3)c2n1. Reaction SMILES: [CH2:1]([c:2]1[cH:3][cH:4][cH:5][cH:6][cH:7]1)[O:8][C:9]([NH:10][CH2:11][c:12]1[cH:13][c:14]2[c:15]([n:16][c:17]([S:20][CH3:21])[n:18][cH:19]2)[n:22]([CH:25]2[CH2:26][CH2:27][CH2:28][CH2:29]2)[c:23]1=[O:24])=[O:30].[Cl:49][CH2:50][Cl:51].[c:31]1([S:32]([N:33]2[CH:34]([c:35]3[cH:36][cH:37][cH:39][cH:40][cH:41]3)[O:42]2)(=[O:38])=[O:43])[cH:44][cH:45][cH:46][cH:47][cH:48]1>>[CH2:1]([c:2]1[cH:3][cH:4][cH:5][cH:6][cH:7]1)[O:8][C:9]([NH:10][CH2:11][c:12]1[cH:13][c:14]2[c:15]([n:16][c:17]([S:20]([CH3:21])=[O:38])[n:18][cH:19]2)[n:22]([CH:25]2[CH2:26][CH2:27][CH2:28][CH2:29]2)[c:23]1=[O:24])=[O:30]. Starting materials: C(C=C)(=O)OCCCC (butyl acrylate), C(C(=C)C)(=O)OC (methyl methacrylate), C(C=C)(=O)OCCO (2-hydroxyethyl acrylate), C(C(=C)C)(=O)OCCN=C=O (methacryloyloxyethyl isocyanate). The solvent is C(C)(=O)OCC (ethyl acetate). Yields the product polyisocyanate, C1CCC(CC1)(C(=O)C2=CC=CC=C2)O (Irgacure 184). Reaction SMILES: C([O:5][CH2:6][CH2:7][CH2:8][CH3:9])(=O)C=C.[C:10]([O:15]C)(=O)[C:11]([CH3:13])=[CH2:12].[C:17](OCCO)(=O)[CH:18]=[CH2:19].[C:25](OCCN=C=O)(=O)[C:26](C)=C>C(OCC)(=O)C>[CH2:9]1[CH2:8][CH2:7][C:6]([OH:5])([C:10]([C:11]2[CH:12]=[CH:19][CH:18]=[CH:17][CH:13]=2)=[O:15])[CH2:26][CH2:25]1. Reported procedure: 100 parts by weight of a 25% ethyl acetate solution of an acrylic copolymer having a weight average molecular weight of 300,000, prepared from 60 parts by weight of butyl acrylate, 10 parts by weight of methyl methacrylate and 30 parts by weight of 2-hydroxyethyl acrylate, was reacted with 7.0 parts by weight of methacryloyloxyethyl isocyanate to thereby obtain an energy radiation curable copolymer. 0.5 part by weight of polyisocyanate compound (Coronate L produced by Nippon Polyurethane Industr... The reactants are ClC1=NC2=CC=C(C=C2C(=N1)Cl)C (2,4-dichloro-6-methylquinazoline), CC(CN)(C)N (2-methylpropane-1,2-diamine). Run in CO (methanol), C(C)(=O)OCC (ethyl acetate). Reaction conditions: time 30 minute. Product: ClC1=NC2=CC=C(C=C2C(=N1)NCC(C)(N)C)C (N˜1˜-(2-Chloro-6-methylquinazolin-4-yl)-2-methylpropane-1,2-diamine). The yield is 80.4%. RXN SMILES: [Cl:1][C:2]1[N:11]=[C:10](Cl)[C:9]2[C:4](=[CH:5][CH:6]=[C:7]([CH3:13])[CH:8]=2)[N:3]=1.[CH3:14][C:15]([NH2:19])([CH3:18])[CH2:16][NH2:17]>CO.C(OCC)(=O)C>[Cl:1][C:2]1[N:11]=[C:10]([NH:17][CH2:16][C:15]([CH3:18])([NH2:19])[CH3:14])[C:9]2[C:4](=[CH:5][CH:6]=[C:7]([CH3:13])[CH:8]=2)[N:3]=1. Reported procedure: A solution of 2,4-dichloro-6-methylquinazoline (500 mg, 2.35 mmol) and 2-methylpropane-1,2-diamine (365 μL, 3.52 mmol) in methanol (10 mL) was stirred at room temperature for 1 hour. The reaction mixture was diluted with ethyl acetate (30 mL) and stirred for 30 minutes. The formed solid was collected by filtration and dried in vacuo to afford 500 mg of the desired product as a white solid (yield was 80.6%). The reactants are COC(=O)CC(=O)OC, CN1CCCN(C)C1=O, [H-], [I-], Cc1ccccc1OCc1ccccc1I, [Na+]. The product is COC(=O)C(C(=O)OC)c1ccccc1COc1ccccc1C. RXN SMILES: [C:3]([CH2:4][C:5](=[O:6])[O:7][CH3:8])(=[O:9])[O:10][CH3:11].[CH3:29][N:30]1[CH2:31][CH2:32][CH2:33][N:34]([CH3:35])[C:36]1=[O:37].[H-:1].[I-:28].[I:12][c:13]1[c:14]([CH2:19][O:20][c:21]2[c:22]([CH3:27])[cH:23][cH:24][cH:25][cH:26]2)[cH:15][cH:16][cH:17][cH:18]1.[Na+:2]>>[C:3]([CH:4]([C:5](=[O:6])[O:7][CH3:8])[c:13]1[c:14]([CH2:19][O:20][c:21]2[c:22]([CH3:27])[cH:23][cH:24][cH:25][cH:26]2)[cH:15][cH:16][cH:17][cH:18]1)(=[O:9])[O:10][CH3:11].